Dataset: the Open Reaction Database (ORD), a public repository of structured organic reaction records. Task: describe an organic reaction: reactants, conditions, products, and yield Reactants: S(O)(O)(=O)=O (sulphuric acid), C(C1=CC=CC=C1)N1CC(CC1)(O)C (1-benzyl-3-methyl-pyrrolidin-3-ol), C(C)#N (acetonitrile), C([O-])([O-])=O.[K+].[K+] (potassium carbonate). The product is C(C1=CC=CC=C1)N1CC(CC1)(C)NC(C)=O (N-(1-benzyl-3-methylpyrrolidin-3-yl)-acetamide). As a reaction SMILES: S(=O)(=O)(O)O.[CH2:6]([N:13]1[CH2:17][CH2:16][C:15]([CH3:19])(O)[CH2:14]1)[C:7]1[CH:12]=[CH:11][CH:10]=[CH:9][CH:8]=1.C(=O)([O-])[O-:21].[K+].[K+].[C:26](#[N:28])[CH3:27]>>[CH2:6]([N:13]1[CH2:17][CH2:16][C:15]([NH:28][C:26](=[O:21])[CH3:27])([CH3:19])[CH2:14]1)[C:7]1[CH:12]=[CH:11][CH:10]=[CH:9][CH:8]=1 |f:2.3.4|. Procedure details: Add concentrated sulphuric acid (16 mL) dropwise to 1-benzyl-3-methyl-pyrrolidin-3-ol (4.4 g, 23 mmol) in acetonitrile (12 mL) at 0° C. Stir and allow the resulting solution to warm up gradually to room temperature overnight. Pour onto crushed ice and add saturated aqueous potassium carbonate and extract with dichloromethane. Combine the organic layers and wash with saturated aqueous sodium chloride, dry (magnesium sulfate) and concentrate to give N-(1-benzyl-3-methylpyrrolidin-3-yl)-acetamide w... Reactants: C[Si](C)(C)C#CC1=CN=C2N1N=CC=C2 (3-((trimethylsilyl)ethynyl) imidazo[1,2-b]pyridazine), [F-].C(CCC)[N+](CCCC)(CCCC)CCCC (tetrabutylammonium fluoride). Solvent: C1CCOC1 (THF). Reaction conditions: time 15 minute. Yields the product C(#C)C1=CN=C2N1N=CC=C2 (3-Ethynylimidazo[1,2-b]pyridazine). Isolated yield 94.4%. Reaction SMILES: C[Si]([C:5]#[C:6][C:7]1[N:11]2[N:12]=[CH:13][CH:14]=[CH:15][C:10]2=[N:9][CH:8]=1)(C)C.[F-].C([N+](CCCC)(CCCC)CCCC)CCC>C1COCC1>[C:6]([C:7]1[N:11]2[N:12]=[CH:13][CH:14]=[CH:15][C:10]2=[N:9][CH:8]=1)#[CH:5] |f:1.2|. Procedure: To a solution of 3-((trimethylsilyl)ethynyl) imidazo[1,2-b]pyridazine (28.46 g, 0.132 mol) in 200 mL of THF was added 145 mL (0.145 mol) of tetrabutylammonium fluoride (1.0M in THF) at ambient temperature. The solution was stirred for 15 min, concentrated, and the crude product purified by silica gel flash chromatography (eluted with 0-5% MeOH/DCM) to provide 17.84 g of product. Reactants: ClCCl, CC(C)c1cc(-c2ccc(F)c(CO)c2)c2ncccc2c1, O=[Mn]=O. Product: CC(C)c1cc(-c2ccc(F)c(C=O)c2)c2ncccc2c1. Reaction SMILES: [Cl:23][CH2:24][Cl:25].[F:1][c:2]1[c:3]([CH2:21][OH:22])[cH:4][c:5](-[c:8]2[cH:9][c:10]([CH:18]([CH3:19])[CH3:20])[cH:11][c:12]3[cH:13][cH:14][cH:15][n:16][c:17]23)[cH:6][cH:7]1.[O:26]=[Mn:27]=[O:28]>>[F:1][c:2]1[c:3]([CH:21]=[O:22])[cH:4][c:5](-[c:8]2[cH:9][c:10]([CH:18]([CH3:19])[CH3:20])[cH:11][c:12]3[cH:13][cH:14][cH:15][n:16][c:17]23)[cH:6][cH:7]1. Starting materials: O=C(Cl)c1ccccc1, Cc1ccc(O)cc1, Cl, c1ccncc1. Product: Cc1ccc(OC(=O)c2ccccc2)cc1. Reaction SMILES: [C:9]([c:10]1[cH:11][cH:12][cH:13][cH:14][cH:15]1)(=[O:16])[Cl:17].[CH3:1][c:2]1[cH:3][cH:4][c:5]([OH:6])[cH:7][cH:8]1.[ClH:18].[cH:19]1[cH:20][cH:21][n:22][cH:23][cH:24]1>>[CH3:1][c:2]1[cH:3][cH:4][c:5]([O:6][C:9]([c:10]2[cH:11][cH:12][cH:13][cH:14][cH:15]2)=[O:16])[cH:7][cH:8]1.